From a dataset of the Open Reaction Database (ORD), a public repository of structured organic reaction records. describe an organic reaction: reactants, conditions, products, and yield The reactants are [NH2-].[Na+] (sodium amide), O (water), CC(C(C)=O)(C)C (3,3-dimethyl-2-butanone), COCC(=O)OC (methyl methoxyacetate). Solvent: C(C)(=O)O (acetic acid). Reaction conditions: time 15 minute. The product is COCC(CC(C(C)(C)C)=O)=O (1-methoxy-5,5-dimethyl-2,4-hexanedione). The yield is 34.3%. As a reaction SMILES: [NH2-].[Na+].[CH3:3][C:4]([CH3:9])([CH3:8])[C:5](=[O:7])[CH3:6].[CH3:10][O:11][CH2:12][C:13](OC)=[O:14].O>C(O)(=O)C>[CH3:10][O:11][CH2:12][C:13](=[O:14])[CH2:6][C:5](=[O:7])[C:4]([CH3:9])([CH3:8])[CH3:3] |f:0.1|. Reported procedure: In a 200 mL-volume flask equipped with a stirrer, a thermometer and a dropping funnel was placed 9.74 g (250 mmol) of sodium amide, and the flask was purged with argon. Then, 80 mL of toluene was placed in the flask. Subsequently, 25.0 g (249.6 mmol) of 3,3-dimethyl-2-butanone was slowly dropped into the flask, and the resulting mixture was stirred for 15 minutes. Into the flask was further dropped 10.4 g (99.9 mmol) of methyl methoxyacetate, and the mixture was stirred for 30 minutes for carryi... Starting materials: COc1ccc(CBr)cc1, O=C([O-])[O-], COC(=O)c1cccc(O)c1C(=O)OC, CC(C)=O, [K+], [K+]. The product is COC(=O)c1cccc(OCc2ccc(OC)cc2)c1C(=O)OC. As a reaction SMILES: [Br:22][CH2:23][c:24]1[cH:25][cH:26][c:27]([O:30][CH3:31])[cH:28][cH:29]1.[C:16](=[O:17])([O-:18])[O-:19].[CH3:1][O:2][C:3]([c:4]1[c:5]([C:6](=[O:7])[O:8][CH3:9])[c:10]([OH:14])[cH:11][cH:12][cH:13]1)=[O:15].[CH3:32][C:33](=[O:34])[CH3:35].[K+:20].[K+:21]>>[CH3:1][O:2][C:3]([c:4]1[c:5]([C:6](=[O:7])[O:8][CH3:9])[c:10]([O:14][CH2:23][c:24]2[cH:25][cH:26][c:27]([O:30][CH3:31])[cH:28][cH:29]2)[cH:11][cH:12][cH:13]1)=[O:15]. The reactants are OS(=O)(=O)O (H2SO4), BrC1=C(CNC(C(OCC)OCC)=N)C=C(C=C1)F (N-(2-bromo-5-fluorobenzyl)-2,2-diethoxyacetimidamide), ClCCl (dichloromethane). Solvent: CCOC(=O)C (EtOAc). Run at temperature 80 celsius, time 16 hour. Yields the product BrC=1C=CC(=C2C=C(N=CC12)N)F (8-bromo-5-fluoroisoquinolin-3-amine), solid. Yield: 40.6%. RXN SMILES: [Br:1][C:2]1[CH:18]=[CH:17][C:16]([F:19])=[CH:15][C:3]=1[CH2:4][NH:5][C:6](=[NH:14])[CH:7](OCC)OCC.ClCCl.OS(O)(=O)=O>CCOC(C)=O>[Br:1][C:2]1[CH:18]=[CH:17][C:16]([F:19])=[C:15]2[C:3]=1[CH:4]=[N:5][C:6]([NH2:14])=[CH:7]2. Procedure details: To a mixture of N-(2-bromo-5-fluorobenzyl)-2,2-diethoxyacetimidamide (1.6 g, 4.80 mmol) and dichloromethane (2 mL) was added H2SO4 (1.280 mL, 24.01 mmol). The reaction mixture was stirred at 80° C. for 16 hours, cooled to rt., diluted with EtOAc (100 mL), quenched with ice-water, and neutralized with NaHCO3 solution. The organic phase was washed with water, dried over Na2SO4, and evaporated. The residue was purified on an 80 g Thompson silica cartridge (3% to 100% EtOAc in Hexanes, 1200 mL). The...